From a dataset of the Open Reaction Database (ORD), a public repository of structured organic reaction records. describe an organic reaction: reactants, conditions, products, and yield Starting materials: COCCN, CN(C)CCNc1nc2ccc([N+](=O)[O-])cc2s1. Product: COCCNc1nc2ccc([N+](=O)[O-])cc2s1. Reaction SMILES: [CH3:19][O:20][CH2:21][CH2:22][NH2:23].[CH3:1][N:2]([CH2:3][CH2:4][NH:5][c:6]1[s:7][c:8]2[c:9]([n:10]1)[cH:11][cH:12][c:13]([N+:15](=[O:16])[O-:17])[cH:14]2)[CH3:18]>>[CH2:3]([CH2:4][NH:5][c:6]1[s:7][c:8]2[c:9]([n:10]1)[cH:11][cH:12][c:13]([N+:15](=[O:16])[O-:17])[cH:14]2)[O:20][CH3:19]. The reactants are Cl.C(C)OC(CN)=O (glycine ethyl ester hydrochloride), C(#N)[BH3-].[Na+] (sodium cyanoborohydride), C1C(CCC2=CC=CC=C12)=O (1,2,3,4-tetrahydro-2-naphthalenone), C(O)([O-])=O.[Na+] (sodium hydrogen carbonate), ice water. The solvent is CO (methanol). The product is Cl.C(C)OC(CNC1CC2=CC=CC=C2CC1)=O (N-(1,2,3,4-tetrahydronaphthalen-2-yl)glycine ethyl ester hydrochloride). The yield is 67.7%. As a reaction SMILES: [ClH:1].[CH2:2]([O:4][C:5](=[O:8])[CH2:6][NH2:7])[CH3:3].C([BH3-])#N.[Na+].C(=O)([O-])O.[Na+].[CH2:18]1[C:27]2[C:22](=[CH:23][CH:24]=[CH:25][CH:26]=2)[CH2:21][CH2:20][C:19]1=O>CO>[ClH:1].[CH2:2]([O:4][C:5](=[O:8])[CH2:6][NH:7][CH:24]1[CH2:25][CH2:26][C:27]2[C:22](=[CH:21][CH:20]=[CH:19][CH:18]=2)[CH2:23]1)[CH3:3] |f:0.1,2.3,4.5,8.9|. Procedure: In a solution of 20 g of 1,2,3,4-tetrahydro-2-naphthalenone in 200 ml of methanol, there is dissolved 23 g of glycine ethyl ester hydrochloride, and 9.0 g of sodium cyanoborohydride is added portionwise with ice cooling and stirring. After stirring at room temperature for 2 hours, the reaction mixture is poured into 500 ml of ice water, and the whole mixture is make alkaline with sodium hydrogen carbonate and extracted with 500 ml of ethyl acetate. The extract is washed with water and dried, the... Starting materials: N1N=C(C=C1)B(O)O (1H-pyrazol-3-ylboronic acid), C([O-])([O-])=O.[K+].[K+] (potassium carbonate), ClC1=CC(=NC=2N1N=C(C2CC2=CC=CC1=CC=CC=C21)C)N2CCOCC2 (7-chloro-2-methyl-5-(4-morpholinyl)-3-(1-naphthalenylmethyl)pyrazolo[1,5-a]pyrimidine), N1N=C(C=C1)B(O)O (1H-pyrazol-3-ylboronic acid), N1N=C(C=C1)B(O)O (1H-pyrazol-3-ylboronic acid), C([O-])([O-])=O.[K+].[K+] (potassium carbonate). Reagents/catalysts: C1=CC=C(C=C1)P([C-]2C=CC=C2)C3=CC=CC=C3.C1=CC=C(C=C1)P([C-]2C=CC=C2)C3=CC=CC=C3.Cl[Pd]Cl.[Fe+2].C(Cl)Cl (PdCl2(dppf) CH2Cl2), C1=CC=C(C=C1)P([C-]2C=CC=C2)C3=CC=CC=C3.C1=CC=C(C=C1)P([C-]2C=CC=C2)C3=CC=CC=C3.Cl[Pd]Cl.[Fe+2].C(Cl)Cl (PdCl2(dppf) CH2Cl2), C1=CC=C(C=C1)P([C-]2C=CC=C2)C3=CC=CC=C3.C1=CC=C(C=C1)P([C-]2C=CC=C2)C3=CC=CC=C3.Cl[Pd]Cl.[Fe+2].C(Cl)Cl (PdCl2(dppf) CH2Cl2). Solvent: O (Water), COCCOC (1,2-Dimethoxyethane). Conditions: temperature 140 celsius. Product: CC1=NN2C(N=C(C=C2C2=NNC=C2)N2CCOCC2)=C1CC1=CC=CC2=CC=CC=C12 (4-(2-methyl-3-(naphthalen-1-ylmethyl)-7-(1H-pyrazol-3-yl)pyrazolo[1,5-a]pyrimidin-5-yl)morpholine). Yield: 21.2%. RXN SMILES: Cl[C:2]1[N:7]2[N:8]=[C:9]([CH3:22])[C:10]([CH2:11][C:12]3[C:21]4[C:16](=[CH:17][CH:18]=[CH:19][CH:20]=4)[CH:15]=[CH:14][CH:13]=3)=[C:6]2[N:5]=[C:4]([N:23]2[CH2:28][CH2:27][O:26][CH2:25][CH2:24]2)[CH:3]=1.[NH:29]1[CH:33]=[CH:32][C:31](B(O)O)=[N:30]1.C(=O)([O-])[O-].[K+].[K+]>COCCOC.O.C1C=CC(P(C2C=CC=CC=2)[C-]2C=CC=C2)=CC=1.C1C=CC(P(C2C=CC=CC=2)[C-]2C=CC=C2)=CC=1.Cl[Pd]Cl.[Fe+2].C(Cl)Cl>[CH3:22][C:9]1[C:10]([CH2:11][C:12]2[C:21]3[C:16](=[CH:17][CH:18]=[CH:19][CH:20]=3)[CH:15]=[CH:14][CH:13]=2)=[C:6]2[N:5]=[C:4]([N:23]3[CH2:28][CH2:27][O:26][CH2:25][CH2:24]3)[CH:3]=[C:2]([C:33]3[CH:32]=[CH:31][NH:30][N:29]=3)[N:7]2[N:8]=1 |f:2.3.4,7.8.9.10.11|. Procedure: In 5 mL MW vial was added in 7-chloro-2-methyl-5-(4-morpholinyl)-3-(1-naphthalenylmethyl)pyrazolo[1,5-a]pyrimidine (70 mg, 0.178 mmol), 1H-pyrazol-3-ylboronic acid (59.8 mg, 0.535 mmol), PdCl2(dppf)-CH2Cl2 adduct (17.46 mg, 0.021 mmol) and potassium carbonate (98 mg, 0.713 mmol) in 1,2-Dimethoxyethane (DME) (1.6 mL) and Water (0.400 mL). The reaction vessel was heated with microwave irradiation at 140° C. for 15 min. LC-MS showed 15% conversion. 1H-pyrazol-3-ylboronic acid (59.8 mg, 0.535 mmol) ... Starting materials: CC(=O)O, CC1=C(C)C(C)C(c2ccccc2C=O)=C1C, CC(C)c1cccc(C(C)C)c1N. The product is CC1=C(C)C(C)C(c2ccccc2C=Nc2c(C(C)C)cccc2C(C)C)=C1C. As a reaction SMILES: [CH3:18][C:19](=[O:20])[OH:21].[CH3:1][C:2]1=[C:3]([c:10]2[c:11]([CH:12]=[O:13])[cH:14][cH:15][cH:16][cH:17]2)[CH:4]([CH3:9])[C:5]([CH3:8])=[C:6]1[CH3:7].[CH:22]([CH3:23])([CH3:24])[c:25]1[c:26]([NH2:27])[c:28]([CH:32]([CH3:33])[CH3:34])[cH:29][cH:30][cH:31]1>>[CH3:1][C:2]1=[C:3]([c:10]2[c:11]([CH:12]=[N:27][c:26]3[c:25]([CH:22]([CH3:23])[CH3:24])[cH:31][cH:30][cH:29][c:28]3[CH:32]([CH3:33])[CH3:34])[cH:14][cH:15][cH:16][cH:17]2)[CH:4]([CH3:9])[C:5]([CH3:8])=[C:6]1[CH3:7].